This data is from the Open Reaction Database (ORD), a public repository of structured organic reaction records. The task is: describe an organic reaction: reactants, conditions, products, and yield Starting materials: O=C1NC(COCCCl)=C(C(=O)O)C(c2cccc(Cl)c2)N1, ClCCl, NCCC(c1ccccc1)c1ccccc1. Yields the product O=C1NC(COCCCl)=C(C(=O)NCCC(c2ccccc2)c2ccccc2)C(c2cccc(Cl)c2)N1. RXN SMILES: [Cl:1][CH2:2][CH2:3][O:4][CH2:5][C:6]1=[C:7]([C:20](=[O:21])[OH:22])[CH:8]([c:13]2[cH:14][c:15]([Cl:19])[cH:16][cH:17][cH:18]2)[NH:9][C:10](=[O:12])[NH:11]1.[Cl:39][CH2:40][Cl:41].[c:23]1([CH:29]([CH2:30][CH2:31][NH2:32])[c:33]2[cH:34][cH:35][cH:36][cH:37][cH:38]2)[cH:24][cH:25][cH:26][cH:27][cH:28]1>>[Cl:1][CH2:2][CH2:3][O:4][CH2:5][C:6]1=[C:7]([C:20](=[O:22])[NH:32][CH2:31][CH2:30][CH:29]([c:23]2[cH:24][cH:25][cH:26][cH:27][cH:28]2)[c:33]2[cH:34][cH:35][cH:36][cH:37][cH:38]2)[CH:8]([c:13]2[cH:14][c:15]([Cl:19])[cH:16][cH:17][cH:18]2)[NH:9][C:10](=[O:12])[NH:11]1. Reactants: BrC=1C(=C(C(=NC1C)C)[C@@H](C(=O)OC(C)C)O)N1CCC(CC1)C ((S)-isopropyl 2-(5-bromo-2,6-dimethyl-4-(4-methylpiperidin-1-yl)pyridin-3-yl)-2-hydroxyacetate), HClO4. The solvent is C(Cl)Cl (DCM), C(Cl)Cl (DCM). Conditions: time 72 hour. Product: BrC=1C(=C(C(=NC1C)C)[C@@H](C(=O)OC(C)C)OC(C)(C)C)N1CCC(CC1)C ((S)-isopropyl 2-(5-bromo-2,6-dimethyl-4-(4-methylpiperidin-1-yl)pyridin-3-yl)-2-(tert-butoxy)acetate). Isolated yield 142.0%. RXN SMILES: [Br:1][C:2]1[C:3]([N:18]2[CH2:23][CH2:22][CH:21]([CH3:24])[CH2:20][CH2:19]2)=[C:4]([C@H:10]([OH:17])[C:11]([O:13][CH:14]([CH3:16])[CH3:15])=[O:12])[C:5]([CH3:9])=[N:6][C:7]=1[CH3:8]>C(Cl)Cl>[Br:1][C:2]1[C:3]([N:18]2[CH2:23][CH2:22][CH:21]([CH3:24])[CH2:20][CH2:19]2)=[C:4]([C@H:10]([O:17][C:4]([CH3:10])([CH3:5])[CH3:3])[C:11]([O:13][CH:14]([CH3:16])[CH3:15])=[O:12])[C:5]([CH3:9])=[N:6][C:7]=1[CH3:8]. Procedure details: The isobutylene gas was bubbled into a nitrogen purged, cooled (0° C.) solution of (S)-isopropyl 2-(5-bromo-2,6-dimethyl-4-(4-methylpiperidin-1-yl)pyridin-3-yl)-2-hydroxyacetate (2.25 g, 5.63 mmol) and 0.53 mL of 70% HClO4 in DCM (30 mL) for 20 min. The reaction mixture was allowed to warm to rt and stirred for 72 h in a pressure sealed vessel. The reaction was then diluted with DCM, washed with 1M Na2CO3 solution, and dried over MgSO4. The crude product was charged (DCM) to a 80 g ISCO silica g... Starting materials: OC12CCCCCCCCC2C(CC(C1)C)=O ((IRS,10RS,13RS)-1-hydroxy-13-methylbicyclo[8.4.0]tetradecan-11-one), C(=C)OCC (ethyl vinyl ether), C1(=CC=C(C=C1)S(=O)(=O)[O-])C.[NH+]1=CC=CC=C1 (pyridinium p-toluenesulfonate). Solvent: SiO2, CCCCC.C(C)OCC (n-pentane diethyl ether). The product is C(C)OC(C)OC12CCCCCCCCC2C(CC(C1)C)=O ((1RS,10RS,13RS)-1-(1-ethoxyethoxy)-13-methylbicyclo[8.4.0]tetradecan-11-one). Yield: 67.6%. As a reaction SMILES: [OH:1][C:2]12[CH2:15][CH:14]([CH3:16])[CH2:13][C:12](=[O:17])[CH:11]1[CH2:10][CH2:9][CH2:8][CH2:7][CH2:6][CH2:5][CH2:4][CH2:3]2.[CH:18]([O:20][CH2:21][CH3:22])=[CH2:19].C1(C)C=CC(S([O-])(=O)=O)=CC=1.[NH+]1C=CC=CC=1>CCCCC.C(OCC)C>[CH2:18]([O:20][CH:21]([O:1][C:2]12[CH2:15][CH:14]([CH3:16])[CH2:13][C:12](=[O:17])[CH:11]1[CH2:10][CH2:9][CH2:8][CH2:7][CH2:6][CH2:5][CH2:4][CH2:3]2)[CH3:22])[CH3:19] |f:2.3,4.5|. Procedure: A mixture of 119 mg (0.5 mmol) of (30) and 384 μl (4 mmol) ethyl vinyl ether was stirred at 25° C. in the presence of 25 mg (0.1 mmol) pyridinium p-toluenesulfonate (PPTS) for 2 hours (94% conversion). Flash chromatography of the reaction mixture, using SiO2 (14 g) and n-pentane/diethyl ether=95:5 as eluent, afforded 105 mg (61%) of (31) as a ˜1:1 mixture of diastereomers. The reactants are ClCCCBr, Cc1n[nH]c(=O)c2cc3c(cc12)OCCO3, CO, CN(C)C=O, ClC(Cl)Cl. Product: Cc1nn(CCCCl)c(=O)c2cc3c(cc12)OCCO3. Reaction SMILES: [Br:17][CH2:18][CH2:19][CH2:20][Cl:21].[CH3:1][c:2]1[n:3][nH:4][c:5](=[O:16])[c:6]2[cH:7][c:8]3[c:9]([cH:10][c:11]12)[O:12][CH2:13][CH2:14][O:15]3.[CH3:22][OH:23].[CH3:28][N:29]([CH3:30])[CH:31]=[O:32].[CH:24]([Cl:25])([Cl:26])[Cl:27]>>[CH3:1][c:2]1[n:3][n:4]([CH2:18][CH2:19][CH2:20][Cl:21])[c:5](=[O:16])[c:6]2[cH:7][c:8]3[c:9]([cH:10][c:11]12)[O:12][CH2:13][CH2:14][O:15]3.